This data is from the Open Reaction Database (ORD), a public repository of structured organic reaction records. The task is: describe an organic reaction: reactants, conditions, products, and yield Reactants: CO, Cl, Cl, Cl[Co]Cl, [Na+], [OH-], O, O, O, O, O, O, CC(Cc1cccc(CC#N)c1)NC(C)c1ccccc1. The product is CC(Cc1cccc(CCN)c1)NC(C)c1ccccc1. Reaction SMILES: [CH3:26][OH:27].[ClH:1].[ClH:23].[Co:34]([Cl:35])[Cl:36].[Na+:25].[OH-:24].[OH2:28].[OH2:29].[OH2:30].[OH2:31].[OH2:32].[OH2:33].[c:2]1([CH:8]([CH3:9])[NH:10][CH:11]([CH2:12][c:13]2[cH:14][c:15]([CH2:19][C:20]#[N:21])[cH:16][cH:17][cH:18]2)[CH3:22])[cH:3][cH:4][cH:5][cH:6][cH:7]1>>[c:2]1([CH:8]([CH3:9])[NH:10][CH:11]([CH2:12][c:13]2[cH:14][c:15]([CH2:19][CH2:20][NH2:21])[cH:16][cH:17][cH:18]2)[CH3:22])[cH:3][cH:4][cH:5][cH:6][cH:7]1. The reactants are O=C(Cl)c1ccc(Br)cc1, CCC(NCCN(C)C)c1nc2sccc2c(=O)n1Cc1ccccc1, CCN(C(C)C)C(C)C, ClCCl. The product is CCC(c1nc2sccc2c(=O)n1Cc1ccccc1)N(CCN(C)C)C(=O)c1ccc(Br)cc1. Reaction SMILES: [Br:1][c:2]1[cH:3][cH:4][c:5]([C:6](=[O:7])[Cl:8])[cH:9][cH:10]1.[CH2:11]([c:12]1[cH:13][cH:14][cH:15][cH:16][cH:17]1)[n:18]1[c:19]([CH:28]([CH2:29][CH3:30])[NH:31][CH2:32][CH2:33][N:34]([CH3:35])[CH3:36])[n:20][c:21]2[c:22]([c:23]1=[O:24])[cH:25][cH:26][s:27]2.[CH:37]([N:38]([CH2:39][CH3:40])[CH:41]([CH3:42])[CH3:43])([CH3:44])[CH3:45].[Cl:46][CH2:47][Cl:48]>>[Br:1][c:2]1[cH:3][cH:4][c:5]([C:6](=[O:7])[N:31]([CH:28]([c:19]2[n:18]([CH2:11][c:12]3[cH:13][cH:14][cH:15][cH:16][cH:17]3)[c:23](=[O:24])[c:22]3[c:21]([n:20]2)[s:27][cH:26][cH:25]3)[CH2:29][CH3:30])[CH2:32][CH2:33][N:34]([CH3:35])[CH3:36])[cH:9][cH:10]1.